Dataset: the Open Reaction Database (ORD), a public repository of structured organic reaction records. Task: describe an organic reaction: reactants, conditions, products, and yield RXN SMILES: [CH:1]1([C:4]2[NH:5][C:6]3[C:11]([CH:12]=2)=[C:10]([C:13]([F:16])([F:15])[F:14])[C:9]([C:17]#[N:18])=[CH:8][CH:7]=3)[CH2:3][CH2:2]1.Br[CH2:20][C:21]1[O:25][C:24]([C:26]2[CH:31]=[CH:30][CH:29]=[C:28]([C:32]([F:35])([F:34])[F:33])[CH:27]=2)=[N:23][CH:22]=1>>[CH:1]1([C:4]2[N:5]([CH2:20][C:21]3[O:25][C:24]([C:26]4[CH:31]=[CH:30][CH:29]=[C:28]([C:32]([F:35])([F:33])[F:34])[CH:27]=4)=[N:23][CH:22]=3)[C:6]3[C:11]([CH:12]=2)=[C:10]([C:13]([F:14])([F:15])[F:16])[C:9]([C:17]#[N:18])=[CH:8][CH:7]=3)[CH2:2][CH2:3]1. Product: C1(CC1)C=1N(C2=CC=C(C(=C2C1)C(F)(F)F)C#N)CC1=CN=C(O1)C1=CC(=CC=C1)C(F)(F)F (2-Cyclopropyl-4-(trifluoromethyl)-1-({2-[3-(trifluoromethyl)phenyl]-1,3-oxazol-5-yl}methyl)-1H-indole-5-carbonitrile). Starting materials: C1(CC1)C=1NC2=CC=C(C(=C2C1)C(F)(F)F)C#N (2-cyclopropyl-4-(trifluoromethyl)-1H-indole-5-carbonitrile), BrCC1=CN=C(O1)C1=CC(=CC=C1)C(F)(F)F (5-(bromomethyl)-2-[3-(trifluoromethyl)phenyl]-1,3-oxazole). Reported procedure: Synthesized as described in Example 4 using 2-cyclopropyl-4-(trifluoromethyl)-1H-indole-5-carbonitrile (Example 165A) and 5-(bromomethyl)-2-[3-(trifluoromethyl)phenyl]-1,3-oxazole (Example 370C): MS (ES) m/z 476 (M+1). The reactants are NC1=C(C(=NC(=C1)C1=CC(=C(C=C1)OCC)C(F)(F)F)C#N)[N+](=O)[O-] (4-amino-6-(4-ethoxy-3-trifluoromethyl-phenyl)-3-nitro-pyridine-2-carbonitrile). The reagents and catalysts are [Pd] (Pd-C). Solvent: C(C)(=O)OCC (ethyl acetate). Conditions: time 1.5 hour. Product: NC=1C(=NC(=CC1N)C1=CC(=C(C=C1)OCC)C(F)(F)F)C#N (3,4-diamino-6-(4-ethoxy-3-trifluoromethyl-phenyl)-pyridine-2-carbonitrile). Yield: 54.6%. As a reaction SMILES: [NH2:1][C:2]1[CH:7]=[C:6]([C:8]2[CH:13]=[CH:12][C:11]([O:14][CH2:15][CH3:16])=[C:10]([C:17]([F:20])([F:19])[F:18])[CH:9]=2)[N:5]=[C:4]([C:21]#[N:22])[C:3]=1[N+:23]([O-])=O>[Pd].C(OCC)(=O)C>[NH2:23][C:3]1[C:4]([C:21]#[N:22])=[N:5][C:6]([C:8]2[CH:13]=[CH:12][C:11]([O:14][CH2:15][CH3:16])=[C:10]([C:17]([F:20])([F:18])[F:19])[CH:9]=2)=[CH:7][C:2]=1[NH2:1]. Procedure: To a flask containing 4-amino-6-(4-ethoxy-3-trifluoromethyl-phenyl)-3-nitro-pyridine-2-carbonitrile (5 g, 14.2 mmol) and 10% Pd-C (wet) (5 g) under nitrogen was added ethyl acetate (500 ml). The vessel was purged with hydrogen and stirred at room temperature for 1.5 h before filtration through a cellite pad followed by concentration under reduced pressure to afford 3,4-diamino-6-(4-ethoxy-3-trifluoromethyl-phenyl)-pyridine-2-carbonitrile (2.5 g). 1H NMR (DMSO): δ 8.02 (m, 2H), 7.31 (d, 1H), 7.14... Reactants: CC(C)(C)OC(=O)NCCCBr, CCN(C(C)C)C(C)C, [K+], [K+], CC(=O)Nc1cccc(C2CCNCC2)c1, O=C([O-])[O-], C1COCCO1. Yields the product CC(=O)Nc1cccc(C2CCN(CCCNC(=O)OC(C)(C)C)CC2)c1. RXN SMILES: [Br:17][CH2:18][CH2:19][CH2:20][NH:21][C:22]([O:23][C:24]([CH3:25])([CH3:26])[CH3:27])=[O:28].[CH:35]([N:36]([CH:37]([CH3:38])[CH3:39])[CH2:40][CH3:41])([CH3:42])[CH3:43].[K+:29].[K+:30].[NH:1]1[CH2:2][CH2:3][CH:4]([c:7]2[cH:8][c:9]([NH:13][C:14]([CH3:15])=[O:16])[cH:10][cH:11][cH:12]2)[CH2:5][CH2:6]1.[O-:31][C:32]([O-:33])=[O:34].[O:44]1[CH2:45][CH2:46][O:47][CH2:48][CH2:49]1>>[N:1]1([CH2:18][CH2:19][CH2:20][NH:21][C:22]([O:23][C:24]([CH3:25])([CH3:26])[CH3:27])=[O:28])[CH2:2][CH2:3][CH:4]([c:7]2[cH:8][c:9]([NH:13][C:14]([CH3:15])=[O:16])[cH:10][cH:11][cH:12]2)[CH2:5][CH2:6]1. Yields the product CC(C)Oc1ccc(-c2cc(Br)cs2)cc1C#N. RXN SMILES: [Br:1][c:2]1[s:3][cH:4][c:5]([Br:7])[cH:6]1.[C:23](=[O:24])([O-:25])[O-:26].[C:8](#[N:9])[c:10]1[cH:11][c:12]([B:20]([OH:21])[OH:22])[cH:13][cH:14][c:15]1[O:16][CH:17]([CH3:18])[CH3:19].[CH3:106][O:107][CH2:108][CH2:109][O:110][CH3:111].[K+:27].[K+:28].[OH2:112].[cH:29]1[cH:30][cH:31][c:32]([P:33]([Pd:34]([P:35]([c:36]2[cH:37][cH:38][cH:39][cH:40][cH:41]2)([c:42]2[cH:43][cH:44][cH:45][cH:46][cH:47]2)[c:48]2[cH:49][cH:50][cH:51][cH:52][cH:53]2)([P:54]([c:55]2[cH:56][cH:57][cH:58][cH:59][cH:60]2)([c:61]2[cH:62][cH:63][cH:64][cH:65][cH:66]2)[c:67]2[cH:68][cH:69][cH:70][cH:71][cH:72]2)[P:73]([c:74]2[cH:75][cH:76][cH:77][cH:78][cH:79]2)([c:80]2[cH:81][cH:82][cH:83][cH:84][cH:85]2)[c:86]2[cH:87][cH:88][cH:89][cH:90][cH:91]2)([c:92]2[cH:93][cH:94][cH:95][cH:96][cH:97]2)[c:98]2[cH:99][cH:100][cH:101][cH:102][cH:103]2)[cH:104][cH:105]1>>[c:2]1(-[c:12]2[cH:11][c:10]([C:8]#[N:9])[c:15]([O:16][CH:17]([CH3:18])[CH3:19])[cH:14][cH:13]2)[s:3][cH:4][c:5]([Br:7])[cH:6]1. The reactants are Brc1csc(Br)c1, O=C([O-])[O-], CC(C)Oc1ccc(B(O)O)cc1C#N, COCCOC, [K+], [K+], O, c1ccc(P(c2ccccc2)(c2ccccc2)[Pd](P(c2ccccc2)(c2ccccc2)c2ccccc2)(P(c2ccccc2)(c2ccccc2)c2ccccc2)P(c2ccccc2)(c2ccccc2)c2ccccc2)cc1. Reactants: ClC(Cl)Cl, O, O=C(O)CCSc1cc2ccccc2[nH]1. The product is O=C1CCSc2[nH]c3ccccc3c21. As a reaction SMILES: [CH:16]([Cl:17])([Cl:18])[Cl:19].[OH2:20].[nH:1]1[c:2]([S:10][CH2:11][CH2:12][C:13](=[O:14])[OH:15])[cH:3][c:4]2[cH:5][cH:6][cH:7][cH:8][c:9]12>>[nH:1]1[c:2]2[c:3]([c:4]3[cH:5][cH:6][cH:7][cH:8][c:9]13)[C:13](=[O:15])[CH2:12][CH2:11][S:10]2. Starting materials: C(C)(C)(C)OC(=O)N1C(=CC2=CC=C(C=C12)N(S(=O)(=O)C1=CC=C(C=C1)C)C)C1=C(N=NC(=C1)C1=CC=NC=C1)OC (2-(3-Methoxy-6-pyridin-4-yl-pyridazin-4-yl)-6-[methyl-(toluene-4-sulfonyl)-amino]-indole-1-carboxylic acid tert-butyl ester), [OH-].[Na+] (sodium hydroxide). Solvent: C(C)O (ethanol). Conditions: temperature 150 celsius. Yields the product CC1=CC=C(C=C1)S(=O)(=O)N(C1=CC=C2C=C(NC2=C1)C=1C(NN=C(C1)C1=CC=NC=C1)=O)C (4, N-dimethyl-N-[2-(3-oxo-6-pyridin-4-yl-2,3-dihydro-pyridazin-4-yl)-1H-indol-6-yl]-benzenesulfonamide). Yield: 48.9%. Reaction SMILES: C(OC([N:8]1[C:16]2[C:11](=[CH:12][CH:13]=[C:14]([N:17]([CH3:28])[S:18]([C:21]3[CH:26]=[CH:25][C:24]([CH3:27])=[CH:23][CH:22]=3)(=[O:20])=[O:19])[CH:15]=2)[CH:10]=[C:9]1[C:29]1[CH:34]=[C:33]([C:35]2[CH:40]=[CH:39][N:38]=[CH:37][CH:36]=2)[N:32]=[N:31][C:30]=1[O:41]C)=O)(C)(C)C.[OH-].[Na+]>C(O)C>[CH3:27][C:24]1[CH:25]=[CH:26][C:21]([S:18]([N:17]([CH3:28])[C:14]2[CH:15]=[C:16]3[C:11]([CH:10]=[C:9]([C:29]4[C:30](=[O:41])[NH:31][N:32]=[C:33]([C:35]5[CH:36]=[CH:37][N:38]=[CH:39][CH:40]=5)[CH:34]=4)[NH:8]3)=[CH:12][CH:13]=2)(=[O:20])=[O:19])=[CH:22][CH:23]=1 |f:1.2|. Reported procedure: 155 mg 2-(3-Methoxy-6-pyridin-4-yl-pyridazin-4-yl)-6-[methyl-(toluene-4-sulfonyl)-amino]-indole-1-carboxylic acid tert-butyl ester are dissolved in 2.25 mL ethanol. 1.85 mL 1 N aqueous sodium hydroxide are added. The reaction mixture is heated to 150° C. in a microwave oven for 15 minutes. Purification by HPLC affords 61 mg (39%) 4, N-dimethyl-N-[2-(3-oxo-6-pyridin-4-yl-2,3-dihydro-pyridazin-4-yl)-1H-indol-6-yl]-benzenesulfonamide.